This data is from the Open Reaction Database (ORD), a public repository of structured organic reaction records. The task is: describe an organic reaction: reactants, conditions, products, and yield Reactants: tetrakis(triphenyl-phosphine)palladium(0), CC1(OB(OC1(C)C)C1=CC(=CC=C1)[N+](=O)[O-])C (4,4,5,5-Tetramethyl-2-(3-nitrophenyl)-1,3,2-dioxaborolane), ClC1=C(C=C(C(=O)NC2=CC(=CC=C2)C(F)(F)F)C=C1)I (4-chloro-3-iodo-N-[3-(trifluoromethyl)phenyl]benzamide), C([O-])([O-])=O.[K+].[K+] (potassium carbonate), C1(=CC=CC=C1)C (toluene). The solvent is O (water), C(C)O (ethanol). Yields the product ClC1=CC=C(C=C1C1=CC(=CC=C1)[N+](=O)[O-])C(=O)NC1=CC(=CC=C1)C(F)(F)F (6-Chloro-3′-nitro-N-[3-(trifluoromethyl)phenyl]biphenyl-3-carboxamide). The yield is 146.6%. Reaction SMILES: CC1(C)C(C)(C)OB([C:9]2[CH:14]=[CH:13][CH:12]=[C:11]([N+:15]([O-:17])=[O:16])[CH:10]=2)O1.[Cl:19][C:20]1[CH:38]=[CH:37][C:23]([C:24]([NH:26][C:27]2[CH:32]=[CH:31][CH:30]=[C:29]([C:33]([F:36])([F:35])[F:34])[CH:28]=2)=[O:25])=[CH:22][C:21]=1I.C(=O)([O-])[O-].[K+].[K+].C1(C)C=CC=CC=1>O.C(O)C>[Cl:19][C:20]1[C:21]([C:9]2[CH:14]=[CH:13][CH:12]=[C:11]([N+:15]([O-:17])=[O:16])[CH:10]=2)=[CH:22][C:23]([C:24]([NH:26][C:27]2[CH:32]=[CH:31][CH:30]=[C:29]([C:33]([F:34])([F:35])[F:36])[CH:28]=2)=[O:25])=[CH:37][CH:38]=1 |f:2.3.4|. Reported procedure: 4,4,5,5-Tetramethyl-2-(3-nitrophenyl)-1,3,2-dioxaborolane (0.40 g, 0.0016 mol) was mixed with 4-chloro-3-iodo-N-[3-(trifluoromethyl)phenyl]benzamide (0.600 g, 0.00141 mol), potassium carbonate (0.39 g, 0.0028 mol), toluene (10 mL), ethanol (1.7 mL), and water (1.1 mL). The mixture was degassed by bubbling nitrogen through it. To the reaction was added tetrakis(triphenyl-phosphine)palladium(0) (0.078 g, 0.000068 mol). The reaction was heated to reflux for 16 hours. LCMS showed about 80% conversio...